Dataset: the Open Reaction Database (ORD), a public repository of structured organic reaction records. Task: describe an organic reaction: reactants, conditions, products, and yield Starting materials: OC1=C(C=NO)C=C(C=C1)C(=O)OC (2-Hydroxy-5-methoxycarbonyl-benzaldehyde oxime), C(C)(=O)OC(C)=O (acetic anhydride). The product is C(C)(=O)OC1=C(C#N)C=C(C=C1)C(=O)OC (2-Acetoxy-5-methoxycarbonyl-benzonitrile). Reaction SMILES: [OH:1][C:2]1[CH:10]=[CH:9][C:8]([C:11]([O:13][CH3:14])=[O:12])=[CH:7][C:3]=1[CH:4]=[N:5]O.[C:15](OC(=O)C)(=[O:17])[CH3:16]>>[C:15]([O:1][C:2]1[CH:10]=[CH:9][C:8]([C:11]([O:13][CH3:14])=[O:12])=[CH:7][C:3]=1[C:4]#[N:5])(=[O:17])[CH3:16]. Procedure: 70.3 g (0.36 mol) of the compound from Example XXXVII are stirred under reflux in 0.5 l of acetic anhydride for 1.5 hours. The mixture is concentrated to dryness, the residue is dissolved in methylene chloride and the title compound is crystallised out by addition of petroleum ether.